This data is from the Open Reaction Database (ORD), a public repository of structured organic reaction records. The task is: describe an organic reaction: reactants, conditions, products, and yield The reactants are [Cl-].[Cl-].[Ca+2] (CaCl2), N,N'-carbonyldiimidazole, C1(=CC=CC=C1)CCCCC(=O)O (5-phenylpentanoic acid), N1C=NC(=C1)CN ((1H-imidazol-4-yl)methanamine). Run in C1CCOC1 (THF). Run at time 30 minute. Product: N1C=NC(=C1)CNC(CCCCC1=CC=CC=C1)=O (N--((1H-Imidazol-4-yl)methyl)-5-phenylpentanamide). RXN SMILES: [C:1]1([CH2:7][CH2:8][CH2:9][CH2:10][C:11]([OH:13])=O)[CH:6]=[CH:5][CH:4]=[CH:3][CH:2]=1.[NH:14]1[CH:18]=[C:17]([CH2:19][NH2:20])[N:16]=[CH:15]1.[Cl-].[Cl-].[Ca+2]>C1COCC1>[NH:14]1[CH:18]=[C:17]([CH2:19][NH:20][C:11](=[O:13])[CH2:10][CH2:9][CH2:8][CH2:7][C:1]2[CH:2]=[CH:3][CH:4]=[CH:5][CH:6]=2)[N:16]=[CH:15]1 |f:2.3.4|. Procedure details: 8 mmol of N,N'-carbonyldiimidazole and 8 mmol of 5-phenylpentanoic acid are introduced successively into 10 ml of absolute THF and, after having stirred for 30 min, 8 mmol of (1H-imidazol-4-yl)methanamine are added to the mixture, moisture being excluded using CaCl2. At the end of 14 h, the solvent is removed by distilling under vacuum. The remaining oil is mixed with a small amount of water. The title compound is filtered under vacuum, dried and crystallized from ethanol/diethyl ether. Starting materials: O (water), FC(CC/C=C/C(=O)OCC)(F)F ((E)-Ethyl 6,6,6-trifluorohex-2-enoate), OC=1C=C(C=CC1)B(O)O (3-hydroxyphenylboronic acid), hydroxy[(S)-BINAP]-rhodium(I), O1CCOCC1 (1,4-dioxane), FC(CC[C@H](CC(=O)OC)C1=CC(=CC=C1)O)(F)F (Methyl (3R)-6,6,6-trifluoro-3-(3-hydroxyphenyl)hexanoate), FC(CC[C@H](CC(=O)OC)C1=CC(=CC=C1)O)(F)F (methyl (3R)-6,6,6-trifluoro-3-(3-hydroxyphenyl)hexanoate). Run in CCOC(=O)C (EtOAc). Conditions: temperature 45 celsius, time 3 hour. Product: FC(CC[C@H](CC(=O)OCC)C1=CC(=CC=C1)O)(F)F ((R)-ethyl 6,6,6-trifluoro-3-(3-hydroxyphenyl)hexanoate), FC(CC[C@@H](CC(=O)OCC)C1=CC(=CC=C1)O)(F)F ((S)-ethyl 6,6,6-trifluoro-3-(3-hydroxyphenyl)hexanoate). RXN SMILES: [F:1][C:2]([F:19])([F:18])[CH2:3][CH2:4][C@@H:5]([C:11]1[CH:16]=[CH:15][CH:14]=[C:13]([OH:17])[CH:12]=1)[CH2:6][C:7]([O:9][CH3:10])=[O:8].[OH:20][C:21]1[CH:22]=[C:23](B(O)O)[CH:24]=[CH:25][CH:26]=1.O1CCOCC1.O.[F:37][C:38]([F:49])([F:48])[CH2:39][CH2:40]/[CH:41]=[CH:42]/[C:43]([O:45][CH2:46][CH3:47])=[O:44]>CCOC(C)=O>[F:1][C:2]([F:18])([F:19])[CH2:3][CH2:4][C@@H:5]([C:11]1[CH:16]=[CH:15][CH:14]=[C:13]([OH:17])[CH:12]=1)[CH2:6][C:7]([O:9][CH2:10][CH3:21])=[O:8].[F:37][C:38]([F:48])([F:49])[CH2:39][CH2:40][C@H:41]([C:23]1[CH:24]=[CH:25][CH:26]=[C:21]([OH:20])[CH:22]=1)[CH2:42][C:43]([O:45][CH2:46][CH3:47])=[O:44]. Procedure details: Methyl (3R)-6,6,6-trifluoro-3-(3-hydroxyphenyl)hexanoate or methyl (3S)-6,6,6-trifluoro-3-(3-hydroxyphenyl)hexanoate (68). A mixture of 3-hydroxyphenylboronic acid (available from Aldrich) (1.8 g, 13 mmol) and hydroxy[(S)-BINAP]-rhodium(I) dimer (0.19 g, 0.13 mmol) in 1,4-dioxane (10 mL, 2.5 mmol) was sparged with N2. To the mixture were added water (1.0 mL, 2.5 mmol) and (E)-ethyl 6,6,6-trifluorohex-2-enoate 68.B (0.56 mL, 2.5 mmol). The resulting red-brown solution was warmed to 45° C. and sti... Reactants: COC(C1=CC=C(C=C1)C1CCNCC1)=O (4-Piperidin-4-yl-benzoic acid methyl ester), C(C)N(C(C)C)C(C)C (ethyldiisopropylamine), ICCC (1-iodopropane). Run in COCCOC (1,2-dimethoxyethane). Conditions: temperature 70 celsius. Product: COC(C1=CC=C(C=C1)C1CCN(CC1)CCC)=O (4-(1-Propyl-piperadin-4-yl)-benzoic acid methyl ester). Reaction SMILES: [CH3:1][O:2][C:3](=[O:16])[C:4]1[CH:9]=[CH:8][C:7]([CH:10]2[CH2:15][CH2:14][NH:13][CH2:12][CH2:11]2)=[CH:6][CH:5]=1.C(N(C(C)C)[CH:20]([CH3:22])[CH3:21])C.ICCC>COCCOC>[CH3:1][O:2][C:3](=[O:16])[C:4]1[CH:5]=[CH:6][C:7]([CH:10]2[CH2:15][CH2:14][N:13]([CH2:21][CH2:20][CH3:22])[CH2:12][CH2:11]2)=[CH:8][CH:9]=1. Reported procedure: 4-Piperidin-4-yl-benzoic acid methyl ester (28 mmol), ethyldiisopropylamine (31 mol) and 1-iodopropane (42 mmol) are dissolved in 1,2-dimethoxyethane (100 ml) and the mixture is heated at 70° C. overnight. After evaporation of the solvent, the residue is dissolved in a mixture of water and sodium carbonate (to ensure basic conditions) and extracted three times with ethyl acetate. The combined extract is dried over sodium sulfate and evaporated. The residue is purified by flash chromatography on ... Reactants: O.Cl.COC1=C2C(N(C(C2=CC=C1)=O)NC1=CC=NC=C1)=O (4-methoxy-2-(4-pyridinylamino)isoindole-1,3-dione hydrochloride monohydrate), [H-].[Al+3].[Li+].[H-].[H-].[H-] (lithium aluminum hydride), O.O.O.O.O.O.O.O.O.O.S(=O)(=O)([O-])[O-].[Na+].[Na+] (sodium sulfate decahydrate). Run in O1CCCC1 (tetrahydrofuran). Reaction conditions: time 8 hour. Yields the product COC1=C2CN(CC2=CC=C1)NC1=CC=NC=C1 (2,3-Dihydro-4-methoxy-N-(-4-pyridinyl)-1H-isoindol-2-amine). Isolated yield 56.8%. As a reaction SMILES: [H-].[Al+3].[Li+].[H-].[H-].[H-].O.Cl.[CH3:9][O:10][C:11]1[CH:19]=[CH:18][CH:17]=[C:16]2[C:12]=1[C:13](=O)[N:14]([NH:21][C:22]1[CH:27]=[CH:26][N:25]=[CH:24][CH:23]=1)[C:15]2=O.O.O.O.O.O.O.O.O.O.O.S([O-])([O-])(=O)=O.[Na+].[Na+]>O1CCCC1>[CH3:9][O:10][C:11]1[CH:19]=[CH:18][CH:17]=[C:16]2[C:12]=1[CH2:13][N:14]([NH:21][C:22]1[CH:27]=[CH:26][N:25]=[CH:24][CH:23]=1)[CH2:15]2 |f:0.1.2.3.4.5,6.7.8,9.10.11.12.13.14.15.16.17.18.19.20.21|. Reported procedure: A mixture of lithium aluminum hydride (9.96 g) in dry tetrahydrofuran (150 ml) was stirred at ambient temperature, under nitrogen, as 4-methoxy-2-(4-pyridinylamino)isoindole-1,3-dione hydrochloride monohydrate (17.0 g) was added in portions. The reaction mixture was stirred, under nitrogen, at ambient temperature overnight and sodium sulfate decahydrate was added in portions, with cooling. The precipitate was collected, washed with ethyl acetate, and the filtrate was evaporated. The residue was ... Starting materials: ClC1=CC=C2N(C=3CC(CC(C3C(C2=C1)=O)=O)C1=CC=C(C=C1)C(F)(F)F)O (7-chloro-3,4-dihydro-10-hydroxy-3-[4-(trifluoromethyl)phenyl]-1,9(2H,10H)-acridinedione), CN(CCCN)C (N,N-dimethyl-1,3-propanediamine). The solvent is C(C)O (ethanol), C(C)O (ethanol). Product: ClC1=CC=C2N(C=3CC(CC(C3C(C2=C1)=O)=NCCCN(C)C)C1=CC=C(C=C1)C(F)(F)F)O (7-chloro-1-[[3-(dimethylamino)propyl]imino]-1,3,4,10-tetrahydro-10-hydroxy-3-[4-(trifluoromethyl)phenyl]9(2H)-acridinone). RXN SMILES: [Cl:1][C:2]1[CH:15]=[C:14]2[C:5]([N:6]([OH:28])[C:7]3[CH2:8][CH:9]([C:18]4[CH:23]=[CH:22][C:21]([C:24]([F:27])([F:26])[F:25])=[CH:20][CH:19]=4)[CH2:10][C:11](=O)[C:12]=3[C:13]2=[O:16])=[CH:4][CH:3]=1.[CH3:29][N:30]([CH3:35])[CH2:31][CH2:32][CH2:33][NH2:34]>C(O)C>[Cl:1][C:2]1[CH:15]=[C:14]2[C:5]([N:6]([OH:28])[C:7]3[CH2:8][CH:9]([C:18]4[CH:19]=[CH:20][C:21]([C:24]([F:27])([F:26])[F:25])=[CH:22][CH:23]=4)[CH2:10][C:11](=[N:34][CH2:33][CH2:32][CH2:31][N:30]([CH3:35])[CH3:29])[C:12]=3[C:13]2=[O:16])=[CH:4][CH:3]=1. Reported procedure: To 2.3 g of 7-chloro-3,4-dihydro-10-hydroxy-3-[4-(trifluoromethyl)phenyl]-1,9(2H,10H)-acridinedione in 55 ml of ethanol is added 0.70 g of N,N-dimethyl-1,3-propanediamine in 5 ml of ethanol. The solution is heated to reflux and then allowed to cool to room temperature. The solvent is removed in vacuo and the residue is recrystallized from a mixture of benzene and cyclohexane to give 7-chloro-1-[[3-(dimethylamino)propyl]imino]-1,3,4,10-tetrahydro-10-hydroxy-3-[4-(trifluoromethyl)phenyl]9(2H)-acri... Starting materials: NC=1C=C(C#N)C=CC1O (3-amino-4-hydroxybenzonitrile), N(=O)OC(C)(C)C (t-butyl nitrite), CSSC (Dimethyl disulfide). The solvent is O1CCOCC1 (dioxane). Reaction conditions: time 15 minute. Yields the product OC1=C(C=C(C#N)C=C1)SC (4-Hydroxy-3-(methylthio)benzonitrile). As a reaction SMILES: N[C:2]1[CH:3]=[C:4]([CH:7]=[CH:8][C:9]=1[OH:10])[C:5]#[N:6].N(OC(C)(C)C)=O.[CH3:18][S:19]SC>O1CCOCC1>[OH:10][C:9]1[CH:8]=[CH:7][C:4]([C:5]#[N:6])=[CH:3][C:2]=1[S:19][CH3:18]. Reported procedure: To a solution of 3-amino-4-hydroxybenzonitrile (1.00 g, 7.46 mmol) in dioxane (15 ml) was added t-butyl nitrite (1.12 ml, 14.9 mmol) and the resulting mixture was stirred under nitrogen at room temperature for 15 min. Dimethyl disulfide (5 ml) was then added and the resulting mixture was heated to 90° C. for 3 h. The reaction mixture was purified by flash column chromatography to afford the title compound. Mass spectrum (ESI) 164.1 (−1). The reactants are CCOC(=O)CC1OB(O)c2cc(O)cc(OCc3ccccc3)c21, CCO, Cl, [Li+], [OH-], O. Product: O=C(O)CC1OB(O)c2cc(O)cc(OCc3ccccc3)c21. Reaction SMILES: [CH2:1]([c:2]1[cH:3][cH:4][cH:5][cH:6][cH:7]1)[O:8][c:9]1[cH:10][c:11]([OH:25])[cH:12][c:13]2[c:17]1[CH:16]([CH2:18][C:19](=[O:20])[O:21][CH2:22][CH3:23])[O:15][B:14]2[OH:24].[CH3:29][CH2:30][OH:31].[ClH:28].[Li+:26].[OH-:27].[OH2:32]>>[CH2:1]([c:2]1[cH:3][cH:4][cH:5][cH:6][cH:7]1)[O:8][c:9]1[cH:10][c:11]([OH:25])[cH:12][c:13]2[c:17]1[CH:16]([CH2:18][C:19](=[O:20])[OH:21])[O:15][B:14]2[OH:24].